From a dataset of the Open Reaction Database (ORD), a public repository of structured organic reaction records. describe an organic reaction: reactants, conditions, products, and yield Reactants: CC1CNCC1c1nc2c(cnn2C2CCCC2)c(=O)[nH]1, O=Cc1cnn2c1CCCC2. Product: CC1CN(Cc2cnn3c2CCCC3)CC1c1nc2c(cnn2C2CCCC2)c(=O)[nH]1. Reaction SMILES: [CH:1]1([n:6]2[n:7][cH:8][c:9]3[c:10]2[n:11][c:12]([CH:16]2[CH2:17][NH:18][CH2:19][CH:20]2[CH3:21])[nH:13][c:14]3=[O:15])[CH2:2][CH2:3][CH2:4][CH2:5]1.[n:22]1[cH:23][c:24]([CH:31]=[O:32])[c:25]2[n:26]1[CH2:27][CH2:28][CH2:29][CH2:30]2>>[CH:1]1([n:6]2[n:7][cH:8][c:9]3[c:10]2[n:11][c:12]([CH:16]2[CH2:17][N:18]([CH2:31][c:24]4[cH:23][n:22][n:26]5[c:25]4[CH2:30][CH2:29][CH2:28][CH2:27]5)[CH2:19][CH:20]2[CH3:21])[nH:13][c:14]3=[O:15])[CH2:2][CH2:3][CH2:4][CH2:5]1. Reactants: FC1=CC=C(C=C1)S(=O)(=O)N1C2=C(SCC1)C=CC(=C2)C(=O)OC (methyl 4-(4-fluorophenylsulfonyl)-3,4-dihydro-2H-benzo[b][1,4]thiazine-6-carboxylate), [Li+].[OH-] (LiOH). Solvent: C1CCOC1 (THF), O (water). Reaction conditions: time 16 hour. The product is FC1=CC=C(C=C1)S(=O)(=O)N1C2=C(SCC1)C=CC(=C2)C(=O)O (4-(4-fluorophenylsulfonyl)-3,4-dihydro-2H-benzo[b][1,4]thiazine-6-carboxylic acid). Yield: 64.9%. RXN SMILES: [F:1][C:2]1[CH:7]=[CH:6][C:5]([S:8]([N:11]2[CH2:16][CH2:15][S:14][C:13]3[CH:17]=[CH:18][C:19]([C:21]([O:23]C)=[O:22])=[CH:20][C:12]2=3)(=[O:10])=[O:9])=[CH:4][CH:3]=1.[Li+].[OH-]>C1COCC1.O>[F:1][C:2]1[CH:7]=[CH:6][C:5]([S:8]([N:11]2[CH2:16][CH2:15][S:14][C:13]3[CH:17]=[CH:18][C:19]([C:21]([OH:23])=[O:22])=[CH:20][C:12]2=3)(=[O:9])=[O:10])=[CH:4][CH:3]=1 |f:1.2|. Procedure: To a solution of methyl 4-(4-fluorophenylsulfonyl)-3,4-dihydro-2H-benzo[b][1,4]thiazine-6-carboxylate (1.779 g, 4.84 mmol) in THF (12 mL) and water (6 mL) was added LiOH (0.6096 g). The reaction was allowed to stir at room temperature for 16 hours. LCMS analysis identified the product as the predominant component of the reaction mixture. The solvent was removed under reduced pressure. The resulting aqueous solution was acidified with 1N HCl to provide a white precipitate. The aqueous layer was e... Reactants: C=CCBr, CCOC(C)=O, CC#N, OCCCc1cccc(Cl)c1. Product: Clc1cccc(CCCBr)c1. RXN SMILES: [CH2:12]([CH:13]=[CH2:14])[Br:15].[CH3:16][CH2:17][O:18][C:19]([CH3:20])=[O:21].[CH3:22][C:23]#[N:24].[Cl:1][c:2]1[cH:3][c:4]([CH2:8][CH2:9][CH2:10][OH:11])[cH:5][cH:6][cH:7]1>>[Cl:1][c:2]1[cH:3][c:4]([CH2:8][CH2:9][CH2:10][Br:15])[cH:5][cH:6][cH:7]1. The reactants are COc1ccc(C(=O)c2ccc(NS(=O)(=O)c3ccccc3)cc2)cc1, CC1(C)CC(=O)CC(C)(C)C1, [Cl-], [Cl-], [Cl-], [Cl-], [K+], [K+], O=C([O-])[O-], C1CCOC1, O, [Ti+4], [Zn]. Yields the product COc1ccc(C(=C2CC(C)(C)CC(C)(C)C2)c2ccc(NS(=O)(=O)c3ccccc3)cc2)cc1. RXN SMILES: [CH3:12][O:13][c:14]1[cH:15][cH:16][c:17]([C:18](=[O:19])[c:20]2[cH:21][cH:22][c:23]([NH:26][S:27](=[O:28])(=[O:29])[c:30]3[cH:31][cH:32][cH:33][cH:34][cH:35]3)[cH:24][cH:25]2)[cH:36][cH:37]1.[CH3:1][C:2]1([CH3:11])[CH2:3][C:4](=[O:10])[CH2:5][C:6]([CH3:8])([CH3:9])[CH2:7]1.[Cl-:50].[Cl-:51].[Cl-:52].[Cl-:53].[K+:38].[K+:39].[O-:40][C:41]([O-:42])=[O:43].[O:44]1[CH2:45][CH2:46][CH2:47][CH2:48]1.[OH2:49].[Ti+4:54].[Zn:55]>>[CH3:1][C:2]1([CH3:11])[CH2:3][C:4](=[C:18]([c:17]2[cH:16][cH:15][c:14]([O:13][CH3:12])[cH:37][cH:36]2)[c:20]2[cH:21][cH:22][c:23]([NH:26][S:27](=[O:28])(=[O:29])[c:30]3[cH:31][cH:32][cH:33][cH:34][cH:35]3)[cH:24][cH:25]2)[CH2:5][C:6]([CH3:8])([CH3:9])[CH2:7]1. Starting materials: O=C1N2[C@H](C=3N(C4=C1C=CC=C4)C=NC3C(=O)N)CC2 ((S)-9-oxo-12,12a-dihydro-9H,11H-azeto[2,1-c]imidazo[1,5-a][1,4]benzodiazepine-1-carboxamide), FC(C(=O)OC(C(F)(F)F)=O)(F)F (trifluoroacetic anhydride), ice water. Solvent: O1CCOCC1 (dioxan), N1=CC=CC=C1 (pyridine). Reaction conditions: time 2 hour. Product: O=C1N2[C@H](C=3N(C4=C1C=CC=C4)C=NC3C#N)CC2 ((S)-9-oxo-12,12a-dihydro-9H,11H-azeto[2,1-c]imidazo[1,5-a][1,4]benzodiazepine-1-carbonitrile). Isolated yield 82.5%. As a reaction SMILES: [O:1]=[C:2]1[C:8]2[CH:9]=[CH:10][CH:11]=[CH:12][C:7]=2[N:6]2[CH:13]=[N:14][C:15]([C:16]([NH2:18])=O)=[C:5]2[C@@H:4]2[CH2:19][CH2:20][N:3]12.FC(F)(F)C(OC(=O)C(F)(F)F)=O>O1CCOCC1.N1C=CC=CC=1>[O:1]=[C:2]1[C:8]2[CH:9]=[CH:10][CH:11]=[CH:12][C:7]=2[N:6]2[CH:13]=[N:14][C:15]([C:16]#[N:18])=[C:5]2[C@@H:4]2[CH2:19][CH2:20][N:3]12. Procedure: A suspension of 78 g (0.78 g mol) of (S)-9-oxo-12,12a-dihydro-9H,11H-azeto[2,1-c]imidazo[1,5-a][1,4]benzodiazepine-1-carboxamide in a mixture of 380 ml of dioxan and 68 ml of pyridine was treated dropwise at 0° with 59 ml (0.424 mol) of trifluoroacetic anhydride. The suspension was stirred at 50° for 2 hrs., cooled and poured on to 2 l of ice-water. After vigorous stirring the suspension was suction filtered. There were obtained 60 g (82%) of (S)-9-oxo-12,12a-dihydro-9H,11H-azeto[2,1-c]imidazo[1... Run in CN(C=O)C (dimethylformamide), CN(C=O)C (dimethylformamide). The product is C(C)(=O)S[C@H]1C[C@H](N(C1)C(=O)OCC1=CC=C(C=C1)[N+](=O)[O-])C(=O)N1CCN(CC1)CCOC(=O)OCC1=CC=C(C=C1)[N+](=O)[O-] ((2S,4S)-4-Acetylthio-2-{4-[2-(4-nitrobenzyloxycarbonyl)oxyethyl]-1-piperazinylcarbonyl}-1-(4-nitrobenzyloxycarbonyl)pyrrolidine). Reaction conditions: time 30 minute. RXN SMILES: [C:1]([OH:4])(=[S:3])[CH3:2].[H-].[Na+].CS(O[C@H:12]1[CH2:16][N:15]([C:17]([O:19][CH2:20][C:21]2[CH:26]=[CH:25][C:24]([N+:27]([O-:29])=[O:28])=[CH:23][CH:22]=2)=[O:18])[C@H:14]([C:30]([N:32]2[CH2:37][CH2:36][N:35]([CH2:38][CH2:39][O:40][C:41]([O:43][CH2:44][C:45]3[CH:50]=[CH:49][C:48]([N+:51]([O-:53])=[O:52])=[CH:47][CH:46]=3)=[O:42])[CH2:34][CH2:33]2)=[O:31])[CH2:13]1)(=O)=O.[Cl-].[Na+]>CN(C)C=O>[C:1]([S:3][C@@H:12]1[CH2:16][N:15]([C:17]([O:19][CH2:20][C:21]2[CH:22]=[CH:23][C:24]([N+:27]([O-:29])=[O:28])=[CH:25][CH:26]=2)=[O:18])[C@H:14]([C:30]([N:32]2[CH2:33][CH2:34][N:35]([CH2:38][CH2:39][O:40][C:41]([O:43][CH2:44][C:45]3[CH:46]=[CH:47][C:48]([N+:51]([O-:53])=[O:52])=[CH:49][CH:50]=3)=[O:42])[CH2:36][CH2:37]2)=[O:31])[CH2:13]1)(=[O:4])[CH3:2] |f:1.2,4.5|. Reactants: CS(=O)(=O)O[C@@H]1C[C@H](N(C1)C(=O)OCC1=CC=C(C=C1)[N+](=O)[O-])C(=O)N1CCN(CC1)CCOC(=O)OCC1=CC=C(C=C1)[N+](=O)[O-] ((2S,4R)-4-methanesulfonyloxy-2-{4-[2-(4-nitrobenzyloxycarbonyl)oxyethyl]-1-piperazinylcarbonyl}-1-(4-nitrobenzyloxycarbonyl)pyrrolidine), [Cl-].[Na+] (sodium chloride), C(C)(=S)O (thioacetic acid), [H-].[Na+] (sodium hydride). Procedure: 51 μl of thioacetic acid were added to a suspension of 26 mg of sodium hydride (as a 55% w/w dispersion in mineral oil) in 1.4 ml of anhydrous dimethylformamide, whilst ice-cooling, and the resulting mixture was stirred at room temperature for 30 minutes. At the end of this time, a solution of 340 mg of (2S,4R)-4-methanesulfonyloxy-2-{4-[2-(4-nitrobenzyloxycarbonyl)oxyethyl]-1-piperazinylcarbonyl}-1-(4-nitrobenzyloxycarbonyl)pyrrolidine [prepared as described in step (b1) above] in 2 ml of anhyd... Starting materials: C(C)N (ethylamine), 2-L, C1COS(=O)(=O)C1 (1,3-propane sultone). Run in O1CCCC1 (THF), O1CCCC1 (THF), O1CCCC1 (Tetrahydrofuran). Conditions: temperature 5 celsius. Product: C(C)NCCCS(=O)(=O)O (3-ethylamino-1-propanesulfonic acid). Isolated yield 56.9%. Reaction SMILES: [CH2:1]([NH2:3])[CH3:2].[CH2:4]1[CH2:10][S:7](=[O:9])(=[O:8])[O:6][CH2:5]1>O1CCCC1>[CH2:1]([NH:3][CH2:5][CH2:4][CH2:10][S:7]([OH:9])(=[O:8])=[O:6])[CH3:2]. Procedure: Tetrahydrofuran (THF, 800 mL) was placed a 3 neck 2-L flask (equipped with a condenser) and cooled to 5° C. with an ice-bath. To the cold THF was added aqueous ethylamine (70 wt. % solution in water, 85 mL, 1.07 mol), followed by addition of a cold solution of 1,3-propane sultone (25.08 g, 201 mmol) in THF (100 mL) over 24-min period. The mixture was stirred, while cooled with an ice-bath, for 1 h. The ice-bath was removed and the mixture was stirred at room temperature overnight. It was then he...